This data is from the Open Reaction Database (ORD), a public repository of structured organic reaction records. The task is: describe an organic reaction: reactants, conditions, products, and yield Reactants: C1(CC1)ON=C(C(=O)N[C@H]1[C@@H]2N(C(=C(CS2)CSC2=NNC(C(N2C)=O)=O)C(=O)OC(C2=CC=CC=C2)C2=CC=CC=C2)C1=O)C=1N=C(SC1)NC=O (benzhydryl 7β-[2-cyclopropyloxyimino-2-(2-formamidothiazol-4-yl)acetamido]-3-(5,6-dioxo-4-methyl-1,4,5,6-tetrahydro-1,2,4-triazin-3-yl)thiomethyl-3-cephem-4-carboxylate), C([O-])(O)=O.[Na+] (sodium bicarbonate), Cl (hydrochloric acid), C(C)(=O)OCC (ethyl acetate), ice water. Run in CO (methanol), O1CCCC1 (tetrahydrofuran). Conditions: temperature 35 celsius. Product: NC=1SC=C(N1)C(C(=O)N[C@H]1[C@@H]2N(C(=C(CS2)CSC2=NNC(C(N2C)=O)=O)C(=O)OC(C2=CC=CC=C2)C2=CC=CC=C2)C1=O)=NOC1CC1 (benzhydryl 7β-[2-(2-aminothiazol-4-yl)-2-(cyclopropyloxyimino)acetamido]-3-(5,6-dioxo-4-methyl-1,4,5,6-tetrahydro-1,2,4-triazin-3-yl)thiomethyl-3-cephem-4-carboxylate). Isolated yield 33.6%. Reaction SMILES: [CH:1]1([O:4][N:5]=[C:6]([C:46]2[N:47]=[C:48]([NH:51]C=O)[S:49][CH:50]=2)[C:7]([NH:9][C@@H:10]2[C:44](=[O:45])[N:12]3[C:13]([C:28]([O:30][CH:31]([C:38]4[CH:43]=[CH:42][CH:41]=[CH:40][CH:39]=4)[C:32]4[CH:37]=[CH:36][CH:35]=[CH:34][CH:33]=4)=[O:29])=[C:14]([CH2:17][S:18][C:19]4[N:24]([CH3:25])[C:23](=[O:26])[C:22](=[O:27])[NH:21][N:20]=4)[CH2:15][S:16][C@H:11]23)=[O:8])[CH2:3][CH2:2]1.Cl.C(OCC)(=O)C.C(=O)(O)[O-].[Na+]>CO.O1CCCC1>[NH2:51][C:48]1[S:49][CH:50]=[C:46]([C:6](=[N:5][O:4][CH:1]2[CH2:2][CH2:3]2)[C:7]([NH:9][C@@H:10]2[C:44](=[O:45])[N:12]3[C:13]([C:28]([O:30][CH:31]([C:32]4[CH:33]=[CH:34][CH:35]=[CH:36][CH:37]=4)[C:38]4[CH:43]=[CH:42][CH:41]=[CH:40][CH:39]=4)=[O:29])=[C:14]([CH2:17][S:18][C:19]4[N:24]([CH3:25])[C:23](=[O:26])[C:22](=[O:27])[NH:21][N:20]=4)[CH2:15][S:16][C@H:11]23)=[O:8])[N:47]=1 |f:3.4|. Procedure details: To a suspension of benzhydryl 7β-[2-cyclopropyloxyimino-2-(2-formamidothiazol-4-yl)acetamido]-3-(5,6-dioxo-4-methyl-1,4,5,6-tetrahydro-1,2,4-triazin-3-yl)thiomethyl-3-cephem-4-carboxylate (syn isomer) (1.10 g) in a mixture of methanol (7.5 ml) and tetrahydrofuran (4 ml) was added concentrated hydrochloric acid (0.44 ml) and the mixture was stirred at 35° C. for an hour. The mixture was poured into a mixture of ethyl acetate (100 ml) and ice-water (100 ml) and adjusted to pH 7 with saturated aque... Starting materials: CC(=O)O[BH-](OC(C)=O)OC(C)=O, CN, CC(=O)O, CC(CC=O)C(c1cc(F)ccc1F)S(=O)(=O)c1ccc(Cl)cc1, ClCCl, [Na+]. The product is CNCCC(C)C(c1cc(F)ccc1F)S(=O)(=O)c1ccc(Cl)cc1. RXN SMILES: [C:31]([O:32][BH-:33]([O:34][C:35](=[O:36])[CH3:37])[O:38][C:39](=[O:40])[CH3:41])(=[O:42])[CH3:43].[CH3:25][NH2:26].[CH3:27][C:28](=[O:29])[OH:30].[Cl:1][c:2]1[cH:3][cH:4][c:5]([S:8](=[O:9])(=[O:10])[CH:11]([CH:12]([CH2:13][CH:14]=[O:15])[CH3:16])[c:17]2[c:18]([F:24])[cH:19][cH:20][c:21]([F:23])[cH:22]2)[cH:6][cH:7]1.[Cl:45][CH2:46][Cl:47].[Na+:44]>>[Cl:1][c:2]1[cH:3][cH:4][c:5]([S:8](=[O:9])(=[O:10])[CH:11]([CH:12]([CH2:13][CH2:14][NH:26][CH3:25])[CH3:16])[c:17]2[c:18]([F:24])[cH:19][cH:20][c:21]([F:23])[cH:22]2)[cH:6][cH:7]1. Reactants: CC(C(C)(C)O1)(C)OB1C2=CN(S(C3=CC=CC=C3)(=O)=O)C4=C2C=CC=N4, BrC1=CC2=C(C=C1)C=CN2. Reagents/catalysts: CC(C)(C)C1=CC=C(C=C1)C2=CC=C(C=C2)C(C)(C)C, C(=O)([O-])[O-].[Na+].[Na+], C1=CC=C(C=C1)P(C2=CC=CC=C2)C3=CC=CC=C3.C1=CC=C(C=C1)P(C2=CC=CC=C2)C3=CC=CC=C3.C1=CC=C(C=C1)P(C2=CC=CC=C2)C3=CC=CC=C3.C1=CC=C(C=C1)P(C2=CC=CC=C2)C3=CC=CC=C3.[Pd]. Run in COCCOC, O (water), COCCOC. Run at temperature 85 celsius, time 24 hour. The product is O=S(N1C=C(C2=CC3=C(C=C2)C=CN3)C4=C1N=CC=C4)(C5=CC=CC=C5)=O. The yield is 46.0%. Starting materials: C(CCCCCCC\C=C/CCCCCCCC)(=O)O (oleic acid), OCCN(C)C (N-hydroxyethyl-N,N-dimethylamine), OCCN(C)C (N-hydroxyethyl-N,N-dimethylamine), C(CCCCCCC\C=C/CCCCCCCC)(=O)O (oleic acid). Reaction conditions: temperature 150 celsius, time 4 hour. Yields the product C(CCCCCCC\C=C/CCCCCCCC)(=O)OCCN(C)C (N-oleoyloxyethyl-N,N-dimethylamine). As a reaction SMILES: [C:1]([OH:20])(=[O:19])[CH2:2][CH2:3][CH2:4][CH2:5][CH2:6][CH2:7][CH2:8]/[CH:9]=[CH:10]\[CH2:11][CH2:12][CH2:13][CH2:14][CH2:15][CH2:16][CH2:17][CH3:18].O[CH2:22][CH2:23][N:24]([CH3:26])[CH3:25]>>[C:1]([O:20][CH2:22][CH2:23][N:24]([CH3:26])[CH3:25])(=[O:19])[CH2:2][CH2:3][CH2:4][CH2:5][CH2:6][CH2:7][CH2:8]/[CH:9]=[CH:10]\[CH2:11][CH2:12][CH2:13][CH2:14][CH2:15][CH2:16][CH2:17][CH3:18]. Procedure: (a″-1) was synthesized by a dehydrating esterification reaction between oleic acid and N-hydroxyethyl-N,N-dimethylamine. Specifically, a four-neck flask equipped with a stirrer, a temperature gage and a dewatering pipe was charged with 132 g of N-hydroxyethyl-N,N-dimethylamine and 400 g of oleic acid and the mixture was raised to 150° C. The mixture was heated under stirring at this temperature for 4 hours while distilling generated water. The resulting mixture was raised to 180° C. and continuo...